From a dataset of the Open Reaction Database (ORD), a public repository of structured organic reaction records. describe an organic reaction: reactants, conditions, products, and yield The reactants are N#Cc1ccc(Br)cc1, O=[N+]([O-])O, O=S(=O)(O)O. Yields the product N#Cc1ccc(Br)c([N+](=O)[O-])c1. Reaction SMILES: [Br:1][c:2]1[cH:3][cH:4][c:5]([C:6]#[N:7])[cH:8][cH:9]1.[OH:10][N+:11]([O-:12])=[O:13].[S:14](=[O:15])(=[O:16])([OH:17])[OH:18]>>[Br:1][c:2]1[c:3]([N+:11](=[O:10])[O-:12])[cH:4][c:5]([C:6]#[N:7])[cH:8][cH:9]1. Starting materials: O=C(O)c1ccc(-c2nnc(-c3ccc(C(F)(F)F)cc3)o2)c([N+](=O)[O-])c1, C1CCOC1. Yields the product Nc1cc(C(=O)O)ccc1-c1nnc(-c2ccc(C(F)(F)F)cc2)o1. As a reaction SMILES: [N+:1]([O-:2])(=[O:3])[c:4]1[cH:5][c:6]([C:7](=[O:8])[OH:9])[cH:10][cH:11][c:12]1-[c:13]1[o:14][c:15](-[c:18]2[cH:19][cH:20][c:21]([C:24]([F:25])([F:26])[F:27])[cH:22][cH:23]2)[n:16][n:17]1.[O:28]1[CH2:29][CH2:30][CH2:31][CH2:32]1>>[NH2:1][c:4]1[cH:5][c:6]([C:7](=[O:8])[OH:9])[cH:10][cH:11][c:12]1-[c:13]1[o:14][c:15](-[c:18]2[cH:19][cH:20][c:21]([C:24]([F:25])([F:26])[F:27])[cH:22][cH:23]2)[n:16][n:17]1. The reactants are CCN=C=NCCCN(C)C, Cc1cccc2c(=O)cc(C(=O)O)oc12, Cl, Nc1ccc(CC2SC(=O)NC2=O)cc1, CN(C)C=O, O, On1nnc2ccccc21. Product: Cc1cccc2c(=O)cc(C(=O)Nc3ccc(CC4SC(=O)NC4=O)cc3)oc12. As a reaction SMILES: [CH2:32]([N:33]=[C:34]=[N:35][CH2:36][CH2:37][CH2:38][N:39]([CH3:40])[CH3:41])[CH3:42].[CH3:1][c:2]1[cH:3][cH:4][cH:5][c:6]2[c:7](=[O:15])[cH:8][c:9]([C:12](=[O:13])[OH:14])[o:10][c:11]12.[ClH:31].[NH2:16][c:17]1[cH:18][cH:19][c:20]([CH2:21][CH:22]2[C:23](=[O:28])[NH:24][C:25](=[O:27])[S:26]2)[cH:29][cH:30]1.[O:53]=[CH:54][N:55]([CH3:56])[CH3:57].[OH2:58].[OH:43][n:44]1[c:45]2[cH:46][cH:47][cH:48][cH:49][c:50]2[n:51][n:52]1>>[CH3:1][c:2]1[cH:3][cH:4][cH:5][c:6]2[c:7](=[O:15])[cH:8][c:9]([C:12](=[O:14])[NH:16][c:17]3[cH:18][cH:19][c:20]([CH2:21][CH:22]4[C:23](=[O:28])[NH:24][C:25](=[O:27])[S:26]4)[cH:29][cH:30]3)[o:10][c:11]12.